This data is from the Open Reaction Database (ORD), a public repository of structured organic reaction records. The task is: describe an organic reaction: reactants, conditions, products, and yield Reaction SMILES: [NH:1]1[CH:5]=[C:4]([C:6]([O:8][CH2:9][CH3:10])=[O:7])[CH:3]=[N:2]1.[H-].[Na+].Br[CH2:14][C:15]#[N:16]>CN(C)C=O>[C:15]([CH2:14][N:1]1[CH:5]=[C:4]([C:6]([O:8][CH2:9][CH3:10])=[O:7])[CH:3]=[N:2]1)#[N:16] |f:1.2|. Starting materials: N1N=CC(=C1)C(=O)OCC (ethyl 1H-pyrazole-4-carboxylate), [H-].[Na+] (sodium hydride), BrCC#N (Bromoacetonitrile). Isolated yield 90.9%. Conditions: time 20 minute. Procedure: To a solution of ethyl 1H-pyrazole-4-carboxylate (0.98 g, 7.0 mmol) in N,N-dimethylformamide (10 mL) was added 60% sodium hydride (0.42 g, 10.5 mmol) under ice-cooling, and the mixture was stirred at the same temperature for 20 min. Bromoacetonitrile (0.63 mL, 9.10 mmol) was added to the reaction mixture, the ice bath was removed and the mixture was stirred for 4.5 hr. The reaction mixture was diluted with water, extracted with ethyl acetate, washed successively with water and saturated brine, d... Product: C(#N)CN1N=CC(=C1)C(=O)OCC (ethyl 1-(cyanomethyl)-1H-pyrazole-4-carboxylate). The solvent is CN(C=O)C (N,N-dimethylformamide). The reactants are ClC=1C=C(CC2(CCC(CC2)=O)N(C)C)C=CC1 (4-(3-chlorobenzyl)-4-dimethylaminocyclohexanone), NO (hydroxylamine), oxime. Yields the product ClC=1C=C(CC2(CCC(CC2)N)N(C)C)C=CC1 (1-(3-chlorobenzyl)-N,N-dimethylcyclohexane-1,4-diamine). Reaction SMILES: [Cl:1][C:2]1[CH:3]=[C:4]([CH:16]=[CH:17][CH:18]=1)[CH2:5][C:6]1([N:13]([CH3:15])[CH3:14])[CH2:11][CH2:10][C:9](=O)[CH2:8][CH2:7]1.[NH2:19]O>>[Cl:1][C:2]1[CH:3]=[C:4]([CH:16]=[CH:17][CH:18]=1)[CH2:5][C:6]1([N:13]([CH3:15])[CH3:14])[CH2:11][CH2:10][CH:9]([NH2:19])[CH2:8][CH2:7]1. Procedure: 1.0 g 1-(3-chlorobenzyl)-N,N-dimethylcyclohexane-1,4-diamine, obtained as a cis/trans-mixture from 4-(3-chlorobenzyl)-4-dimethylaminocyclohexanone by reaction with hydroxylamine and reduction of the oxime obtained with lithium aluminium hydride (WO 02090317), dissolved in 5 ml DMF, was added to 0.74 g N-furan-2-yl-methylsuccinic acid at 0° C. and 0.59 ml N,N-diisopropylcarbodiimide followed by 0.5 g 1-hydroxybenzotriazole (HOBt) were added while stirring. After 3 hours in an ice bath, the mixtur... Reactants: FC1=C(C=C(C(=C1)C)SCC(F)(F)F)N1N=C(C=C1C)OCC(C(F)(F)F)(F)F (1-{2-fluoro-4-methyl-5-(2,2,2-trifluoroethylthio)phenyl}-5-methyl-3-(2,2,3,3,3-pentafluoropropoxy)pyrazole), ClC1=CC(=CC=C1)C(=O)OO (m-chloroperbenzoic acid). Solvent: C(Cl)(Cl)Cl (chloroform). Conditions: time 30 minute. Yields the product FC1=C(C=C(C(=C1)C)S(=O)CC(F)(F)F)N1N=C(C=C1C)OCC(C(F)(F)F)(F)F (1-{2-fluoro-4-methyl-5-(2,2,2-trifluoroethylsulfinyl)phenyl}-5-methyl-3-(2,2,3,3,3-pentafluoropropoxy)pyrazole). The yield is 96.6%. Reaction SMILES: [F:1][C:2]1[CH:7]=[C:6]([CH3:8])[C:5]([S:9][CH2:10][C:11]([F:14])([F:13])[F:12])=[CH:4][C:3]=1[N:15]1[C:19]([CH3:20])=[CH:18][C:17]([O:21][CH2:22][C:23]([F:29])([F:28])[C:24]([F:27])([F:26])[F:25])=[N:16]1.ClC1C=CC=C(C(OO)=[O:38])C=1>C(Cl)(Cl)Cl>[F:1][C:2]1[CH:7]=[C:6]([CH3:8])[C:5]([S:9]([CH2:10][C:11]([F:12])([F:13])[F:14])=[O:38])=[CH:4][C:3]=1[N:15]1[C:19]([CH3:20])=[CH:18][C:17]([O:21][CH2:22][C:23]([F:28])([F:29])[C:24]([F:25])([F:26])[F:27])=[N:16]1. Procedure details: 0.3 g of 1-{2-fluoro-4-methyl-5-(2,2,2-trifluoroethylthio)phenyl}-5-methyl-3-(2,2,3,3,3-pentafluoropropoxy)pyrazole was dissolved in 10 mL of chloroform, and 0.16g of m-chloroperbenzoic acid (purity: 75%) was slowly added under cooling with ice. After stirring for 30 minutes under cooling with ice, the solution was washed with an aqueous sodium thiosulfate solution and then washed with an aqueous sodium hydrogen carbonate solution, and then dried over anhydrous magnesium sulfate. Then, the solve... The reactants are NC(C1=CC(=C(OCC(=O)OC(C)(C)C)C=C1)F)=NO (Tert-butyl {4-[amino(hydroxyimino)methyl]-2-fluorophenoxy}acetate), CC1N(CCCC1)C1=C(C=C(C(=O)O)C=C1)C(F)(F)F (4-(2-Methylpiperidin-1-yl)-3-(trifluoromethyl)benzoic acid). The product is FC1=C(OCC(=O)OC(C)(C)C)C=CC(=C1)C1=NOC(=N1)C1=CC(=C(C=C1)N1C(CCCC1)C)C(F)(F)F (tert-butyl (2-fluoro-4-{5-[4-(2-methylpiperidin-1-yl)-3-(trifluoromethyl)phenyl]-1,2,4-oxadiazol-3-yl}phenoxy)acetate). Reaction SMILES: [NH2:1][C:2](=[N:19][OH:20])[C:3]1[CH:17]=[CH:16][C:6]([O:7][CH2:8][C:9]([O:11][C:12]([CH3:15])([CH3:14])[CH3:13])=[O:10])=[C:5]([F:18])[CH:4]=1.[CH3:21][CH:22]1[CH2:27][CH2:26][CH2:25][CH2:24][N:23]1[C:28]1[CH:36]=[CH:35][C:31]([C:32](O)=O)=[CH:30][C:29]=1[C:37]([F:40])([F:39])[F:38]>>[F:18][C:5]1[CH:4]=[C:3]([C:2]2[N:1]=[C:32]([C:31]3[CH:35]=[CH:36][C:28]([N:23]4[CH2:24][CH2:25][CH2:26][CH2:27][CH:22]4[CH3:21])=[C:29]([C:37]([F:40])([F:39])[F:38])[CH:30]=3)[O:20][N:19]=2)[CH:17]=[CH:16][C:6]=1[O:7][CH2:8][C:9]([O:11][C:12]([CH3:15])([CH3:13])[CH3:14])=[O:10]. Reported procedure: The title compound was prepared following procedure described for example 4, step 1, but starting from Intermediate 49 (142.14 mg; 0.50 mmol) and Intermediate 15 (172.37 mg; 0.60 mmol). The reaction mixture was filtered through a SPE NH2 column (2 g) and rinsed with ACN. The filtrate was passed through a SPE SCX column (2 g) and rinsed with ACN. After evaporation of the solvents, the crude product was purified by flash chromatography (c-hex/EtOAc: 9.5/0.5), affording the title compound as a whit... Reactants: CC(=O)O, CS(C)=O, [H][H], O=c1ccc2c([N+](=O)[O-])cccc2[nH]1. Yields the product Nc1cccc2[nH]c(=O)ccc12. Reaction SMILES: [C:21]([OH:22])(=[O:23])[CH3:24].[CH3:17][S:18]([CH3:19])=[O:20].[H:15][H:16].[N+:1]([O-:2])(=[O:3])[c:4]1[c:5]2[cH:6][cH:7][c:8](=[O:14])[nH:9][c:10]2[cH:11][cH:12][cH:13]1>>[NH2:1][c:4]1[c:5]2[cH:6][cH:7][c:8](=[O:14])[nH:9][c:10]2[cH:11][cH:12][cH:13]1. Reactants: BrCC=1CS([C@H]2N(C1C(=O)OC(C)(C)C)C(C2NC=O)=O)=O (t-butyl 3-bromomethyl-7-formamido-3-cephem-4-carboxylate-1-oxide). Run in FC(C(=O)O)(F)F (trifluoroacetic acid). Product: BrCC=1CS([C@H]2N(C1C(=O)O)C(C2NC=O)=O)=O (3-bromomethyl-7-formamido-3-cephem-4-carboxylic acid-1-oxide). Yield: 99.6%. Reaction SMILES: [Br:1][CH2:2][C:3]1[CH2:4][S:5](=[O:22])[C@@H:6]2[CH:17]([NH:18][CH:19]=[O:20])[C:16](=[O:21])[N:7]2[C:8]=1[C:9]([O:11]C(C)(C)C)=[O:10]>FC(F)(F)C(O)=O>[Br:1][CH2:2][C:3]1[CH2:4][S:5](=[O:22])[C@@H:6]2[CH:17]([NH:18][CH:19]=[O:20])[C:16](=[O:21])[N:7]2[C:8]=1[C:9]([OH:11])=[O:10]. Procedure: 10 g of t-butyl 3-bromomethyl-7-formamido-3-cephem-4-carboxylate-1-oxide in 40 ml of trifluoroacetic acid were stirred for 15 minutes at room temperature and after evaporation to dryness under vacuo, 25 ml of dichloromethane were added to the residue and evaporation to dryness was repeated. Ether was added to the residue and the formed crystals were vacuum filtered and washed with ether and the almost colorless solid was dried under vacuo to obtain 8.54 g of 3-bromomethyl-7-formamido-3-cephem-4-... Starting materials: NC1=NC=CC=C1 (2-amino-pyridine), O.N1=CC=CC2=CC=C3C=CC=NC3=C12 (1,10-phenanthroline monohydrate), C(C1=CC=CC=C1)#N (benzonitrile). The reagents and catalysts are [Cu]Br (copper (I) bromide). Run at temperature 130 celsius. Product: C1(=CC=CC=C1)C1=NN2C(C=CC=C2)=N1 (2-phenyl-[1,2,4]triazolo[1,5-a]pyridine). Reaction SMILES: [NH2:1][C:2]1[CH:7]=[CH:6][CH:5]=[CH:4][N:3]=1.O.N1C2C(=CC=C3C=2N=CC=C3)C=CC=1.[C:23](#[N:30])[C:24]1[CH:29]=[CH:28][CH:27]=[CH:26][CH:25]=1>[Cu]Br>[C:24]1([C:23]2[N:1]=[C:2]3[CH:7]=[CH:6][CH:5]=[CH:4][N:3]3[N:30]=2)[CH:29]=[CH:28][CH:27]=[CH:26][CH:25]=1 |f:1.2|. Procedure: A mixture of 2-amino-pyridine (2.00 g, 21.0 mmol), copper (I) bromide (160 mg, 1.09 mmol), 1,10-phenanthroline monohydrate (225 mg, 1.12 mmol) and benzonitrile (25 mL) was heated in a 50-mL 3-necked flask to 130° C. During 27 h a gentle flow of (O2/N2 5:95) was bubbled through the reaction mixture (>99% conversion, HPLC method see below). The dark brown suspension was then cooled to 0-5° C. and filtered. The filtrate was evaporated at 60° C./0.1 mbar to dryness and the dark brown residue dissolv... The reactants are BrC1=CC=CC2=C1C(N(CC=1N2C=NC1C(=O)O)C)=O (7-bromo-5,6-dihydro-5-methyl-6-oxo-4H-imidazo[1,5-a][1,4]benzodiazepine-3-carboxylic acid), N,N'-carbonyldiimidazole, C1(CC1)C(N)=NO (cyclopropanecarboxamidoxime). The solvent is CN(C=O)C (N,N-dimethylformamide). Run at time 2 hour. The product is BrC1=CC=CC2=C1C(N(CC=1N2C=NC1C1=NC(=NO1)C1CC1)C)=O (7-bromo-4,5-dihydro-3-(3-cyclopropyl-1,2,4-oxadiazol-5yl)-5-methyl-6H-imidazo[1,5-a][1,4]benzodiazepin-6-one). As a reaction SMILES: [Br:1][C:2]1[C:7]2[C:8](=[O:20])[N:9]([CH3:19])[CH2:10][C:11]3[N:12]([CH:13]=[N:14][C:15]=3[C:16]([OH:18])=O)[C:6]=2[CH:5]=[CH:4][CH:3]=1.[CH:21]1([C:24](=[N:26]O)[NH2:25])[CH2:23][CH2:22]1>CN(C)C=O>[Br:1][C:2]1[C:7]2[C:8](=[O:20])[N:9]([CH3:19])[CH2:10][C:11]3[N:12]([CH:13]=[N:14][C:15]=3[C:16]3[O:18][N:26]=[C:24]([CH:21]4[CH2:23][CH2:22]4)[N:25]=3)[C:6]=2[CH:5]=[CH:4][CH:3]=1. Procedure details: 6.2 g (18 mmol) of 7-bromo-5,6-dihydro-5-methyl-6-oxo-4H-imidazo[1,5-a][1,4]benzodiazepine-3-carboxylic acid in 90 ml of N,N-dimethylformamide are stirred at 70° for 2.5 hours with 2.92 g (18 mmol) of N,N'-carbonyldiimidazole. 1.80 g (18 mmol) of cyclopropanecarboxamidoxime are subsequently added thereto and the mixture is stirred at 100° for a further 2 hours. The solution is evaporated, the residue is treated with 70 ml of acetic acid and the mixture is stirred at 120° for 5 hours. The reactio... The reactants are C(C)(C)(C)OC(COCCCCO)=O (2-(4-hydroxybutyloxy)acetic acid tert-butyl ester), C1(=CC=CC=C1)P(C1=CC=CC=C1)C1=CC=CC=C1 (triphenylphosphine), C(Br)(Br)(Br)Br (carbon tetrabromide). The solvent is ClCCl (dichloromethane). Conditions: time 1 hour. Product: C(C)(C)(C)OC(COCCCCBr)=O (2-(4-bromobutyloxy)acetic Acid Tert-Butyl Ester). Yield: 76.1%. Reaction SMILES: [C:1]([O:5][C:6](=[O:14])[CH2:7][O:8][CH2:9][CH2:10][CH2:11][CH2:12]O)([CH3:4])([CH3:3])[CH3:2].C1(P(C2C=CC=CC=2)C2C=CC=CC=2)C=CC=CC=1.C(Br)(Br)(Br)[Br:35]>ClCCl>[C:1]([O:5][C:6](=[O:14])[CH2:7][O:8][CH2:9][CH2:10][CH2:11][CH2:12][Br:35])([CH3:4])([CH3:3])[CH3:2]. Procedure details: To a solution of 17.02 g of 2-(4-hydroxybutyloxy)acetic acid tert-butyl ester in 400 ml of dichloromethane, 24.04 g of triphenylphosphine and 31.78 g of carbon tetrabromide were added. After stirring at room temperature for one hour, the solvent was evaporated under reduced pressure. The residue was purified by silica gel column chromatography to obtain 16.95 g of the desired compound as a colorless oily substance.